describe an organic reaction: reactants, conditions, products, and yield From a dataset of the Open Reaction Database (ORD), a public repository of structured organic reaction records. The reactants are FC1=C(C(=CC(=C1)B1OC(C(O1)(C)C)(C)C)O)N1CC(NS1(=O)=O)=O (5-[2-fluoro-6-hydroxy-4-(4,4,5,5-tetramethyl-1,3,2-dioxaborolan-2-yl)-phenyl]-1,1-dioxo-1,2,5-thiadiazolidin-3-one), BrCC1=C(C=C(C=C1)C)OS(=O)(=O)C (methanesulfonic acid 2-bromomethyl-5-methylphenyl ester), C(=O)([O-])[O-].[Na+].[Na+] (Na2CO3), Cl (HCl). Reagents/catalysts: C=1C=CC(=CC1)[P](C=2C=CC=CC2)(C=3C=CC=CC3)[Pd]([P](C=4C=CC=CC4)(C=5C=CC=CC5)C=6C=CC=CC6)([P](C=7C=CC=CC7)(C=8C=CC=CC8)C=9C=CC=CC9)[P](C=1C=CC=CC1)(C=1C=CC=CC1)C=1C=CC=CC1 (Pd(PPh3)4). Run in COCCOC (DME). Reaction conditions: temperature 60 celsius. Yields the product C(C1=CC=CC=C1)OC=1C=C(CC2=C(C=C(C=C2)C)OS(=O)(=O)C)C=C(C1N1S(NC(C1)=O)(=O)=O)F (Methanesulfonic acid 2-[3-benzyloxy-5-fluoro-4-(1,1,4-trioxo-1,2,5-thiadiazolidin-2-yl)-benzyl]-5-methylphenyl ester). RXN SMILES: [F:1][C:2]1[CH:7]=[C:6](B2OC(C)(C)C(C)(C)O2)[CH:5]=[C:4]([OH:17])[C:3]=1[N:18]1[S:22](=[O:24])(=[O:23])[NH:21][C:20](=[O:25])[CH2:19]1.Br[CH2:27][C:28]1[CH:33]=[CH:32][C:31]([CH3:34])=[CH:30][C:29]=1[O:35][S:36]([CH3:39])(=[O:38])=[O:37].C([O-])([O-])=O.[Na+].[Na+].Cl>COCCOC.C1C=CC([P]([Pd]([P](C2C=CC=CC=2)(C2C=CC=CC=2)C2C=CC=CC=2)([P](C2C=CC=CC=2)(C2C=CC=CC=2)C2C=CC=CC=2)[P](C2C=CC=CC=2)(C2C=CC=CC=2)C2C=CC=CC=2)(C2C=CC=CC=2)C2C=CC=CC=2)=CC=1>[CH2:27]([O:17][C:4]1[CH:5]=[C:6]([CH:7]=[C:2]([F:1])[C:3]=1[N:18]1[CH2:19][C:20](=[O:25])[NH:21][S:22]1(=[O:23])=[O:24])[CH2:27][C:28]1[CH:33]=[CH:32][C:31]([CH3:34])=[CH:30][C:29]=1[O:35][S:36]([CH3:39])(=[O:38])=[O:37])[C:28]1[CH:33]=[CH:32][CH:31]=[CH:30][CH:29]=1 |f:2.3.4,^1:56,58,77,96|. Procedure details: A mixture of 5-[2-fluoro-6-hydroxy-4-(4,4,5,5-tetramethyl-1,3,2-dioxaborolan-2-yl)-phenyl]-1,1-dioxo-1,2,5-thiadiazolidin-3-one (150 mg, 0.325 mmol) and Pd(PPh3)4 (38 mg, 0.0325 mmol) in DME (2 mL) is heated at 60° C. under argon for 1 h. Then methanesulfonic acid 2-bromomethyl-5-methylphenyl ester (181 mg, 0.65 mmol) and Na2CO3 (2N solution, 0.81 mL) is added. The mixture is heated at 120° C. in a microwave for 20 min. 1N HCl is added and the reaction mixture is extracted with EtOAc. The organi... Starting materials: N1=C(C=CC=C1)CCNC(=O)C=1C(=NC(=NC1)N(C)C)S (2-dimethylamino-4-mercapto-pyrimidine-5-carboxylic acid (2-pyridin-2-yl-ethyl)-amide), II (iodine). Yields the product CN(C1=NC=C2C(=N1)SN(C2=O)CCC2=NC=CC=C2)C (6-Dimethylamino-2-(2-pyridin-2-yl-ethyl)-isothiazolo [5,4-d]pyrimidin-3-one). Isolated yield 56.3%. As a reaction SMILES: [N:1]1[CH:6]=[CH:5][CH:4]=[CH:3][C:2]=1[CH2:7][CH2:8][NH:9][C:10]([C:12]1[C:13]([SH:21])=[N:14][C:15]([N:18]([CH3:20])[CH3:19])=[N:16][CH:17]=1)=[O:11].II>>[CH3:19][N:18]([CH3:20])[C:15]1[N:14]=[C:13]2[S:21][N:9]([CH2:8][CH2:7][C:2]3[CH:3]=[CH:4][CH:5]=[CH:6][N:1]=3)[C:10](=[O:11])[C:12]2=[CH:17][N:16]=1. Procedure details: Using the procedure of Example 20, 7.5 g (24.8 mmol) of 2-dimethylamino-4-mercapto-pyrimidine-5-carboxylic acid (2-pyridin-2-yl-ethyl)-amide were treated with 6.4 g (25.2 mmol) of iodine to give 4.21 g of the title compound after recrystallization from isopropanol, mp 134°-136° C. The reactants are [Br-], CCOC(=O)C=CC(C)Br, O=C([O-])[O-], CCCC[N+](CC)(CCCC)CCCC, Clc1ccccc1, Oc1ccc(Oc2ccc(C(F)(F)F)cc2)cc1, [K+], [K+], O. The product is CCOC(=O)C=CC(C)Oc1ccc(Oc2ccc(C(F)(F)F)cc2)cc1. As a reaction SMILES: [Br-:35].[Br:19][CH:20]([CH:21]=[CH:22][C:23](=[O:24])[O:25][CH2:26][CH3:27])[CH3:28].[C:29](=[O:30])([O-:31])[O-:32].[CH2:36]([N+:37]([CH2:38][CH2:39][CH2:40][CH3:41])([CH2:42][CH2:43][CH2:44][CH3:45])[CH2:46][CH3:47])[CH2:48][CH2:49][CH3:50].[Cl:52][c:53]1[cH:54][cH:55][cH:56][cH:57][cH:58]1.[F:1][C:2]([c:3]1[cH:4][cH:5][c:6]([O:7][c:8]2[cH:9][cH:10][c:11]([OH:14])[cH:12][cH:13]2)[cH:15][cH:16]1)([F:17])[F:18].[K+:33].[K+:34].[OH2:51]>>[F:1][C:2]([c:3]1[cH:4][cH:5][c:6]([O:7][c:8]2[cH:9][cH:10][c:11]([O:14][CH:20]([CH:21]=[CH:22][C:23](=[O:24])[O:25][CH2:26][CH3:27])[CH3:28])[cH:12][cH:13]2)[cH:15][cH:16]1)([F:17])[F:18]. Starting materials: [BH4-], CO, [Na+], COC(=O)C(=O)C(C)(C)c1ccccc1. The product is COC(=O)C(O)C(C)(C)c1ccccc1. As a reaction SMILES: [BH4-:16].[CH3:18][OH:19].[Na+:17].[c:1]1([C:7]([C:8]([C:9](=[O:10])[O:11][CH3:12])=[O:13])([CH3:14])[CH3:15])[cH:2][cH:3][cH:4][cH:5][cH:6]1>>[c:1]1([C:7]([CH:8]([C:9](=[O:10])[O:11][CH3:12])[OH:13])([CH3:14])[CH3:15])[cH:2][cH:3][cH:4][cH:5][cH:6]1.